This data is from the Open Reaction Database (ORD), a public repository of structured organic reaction records. The task is: describe an organic reaction: reactants, conditions, products, and yield Reactants: BrC1=C(C=CC=C1)[C@@H](C)OC[C@@H]1OC1 ((2R)-2-{[(1R)-1-(2-bromo phenyl)ethoxy]methyl}oxirane), COC(CC=C)=O (methylbut-3-enoate), Example 3 ( 3c ). Yields the product O1[C@H](C1)CO[C@H](C)C1=C(C=CC=C1)/C=C/CC(=O)OC (Methyl (3E)-4-(2-{(1R)-1-[(2R)-oxiran-2-yl methoxy]ethyl}phenyl)but-3-enoate). The yield is 65.0%. Reaction SMILES: Br[C:2]1[CH:7]=[CH:6][CH:5]=[CH:4][C:3]=1[C@H:8]([O:10][CH2:11][C@H:12]1[CH2:14][O:13]1)[CH3:9].[CH3:15][O:16][C:17](=[O:21])[CH2:18][CH:19]=[CH2:20]>>[O:13]1[CH2:14][C@@H:12]1[CH2:11][O:10][C@@H:8]([C:3]1[CH:4]=[CH:5][CH:6]=[CH:7][C:2]=1/[CH:20]=[CH:19]/[CH2:18][C:17]([O:16][CH3:15])=[O:21])[CH3:9]. Procedure details: By using (2R)-2-{[(1R)-1-(2-bromo phenyl)ethoxy]methyl}oxirane (257 mg, 1.00 mmol) described in WO 2004/094362 and methylbut-3-enoate, the reaction was carried out in the same manner as the method described in Example 3 (3c) to give the title compound as a yellow oily substance (yield 65%). Reactants: C1(CC1)C1=CC(=NN1)NC1=NC(=NC=C1)NCC1=C2C=CN(C2=CC=C1)S(=O)(=O)C1=CC=C(C)C=C1 (N4-(5-cyclopropyl-1H-pyrazol-3-yl)-N2-((1-tosyl-1H-indol-4-yl)methyl)pyrimidine-2,4-diamine), [OH-].[K+] (KOH). Run in CO (MeOH). Reaction conditions: temperature 100 celsius. Yields the product N1C=CC2=C(C=CC=C12)CNC1=NC=CC(=N1)NC1=NNC(=C1)C1CC1 (N2-((1H-Indol-4-yl)methyl)-N4-(5-cyclopropyl-1H-pyrazol-3-yl)pyrimidine-2,4-diamine). Reaction SMILES: [CH:1]1([C:4]2[NH:8][N:7]=[C:6]([NH:9][C:10]3[CH:15]=[CH:14][N:13]=[C:12]([NH:16][CH2:17][C:18]4[CH:26]=[CH:25][CH:24]=[C:23]5[C:19]=4[CH:20]=[CH:21][N:22]5S(C4C=CC(C)=CC=4)(=O)=O)[N:11]=3)[CH:5]=2)[CH2:3][CH2:2]1.[OH-].[K+]>CO>[NH:22]1[C:23]2[C:19](=[C:18]([CH2:17][NH:16][C:12]3[N:11]=[C:10]([NH:9][C:6]4[CH:5]=[C:4]([CH:1]5[CH2:2][CH2:3]5)[NH:8][N:7]=4)[CH:15]=[CH:14][N:13]=3)[CH:26]=[CH:25][CH:24]=2)[CH:20]=[CH:21]1 |f:1.2|. Procedure: To a solution of 50 (330 mg, 0.73 mmol) in MeOH (5.0 mL) was added a solution of KOH (2.0 N, 5 mL). The mixture was heated in a sealed tube at 100° C. overnight then concentrated in vacuo. The residue was purified by preparative HPLC to afford 145 mg (57%) of I-38 as white solid. Starting materials: ClCCl, CC(=O)OC(C)=O, COc1ccc(CO)cc1C(=O)OCc1ccccc1, c1ccncc1. Yields the product COc1ccc(COC(C)=O)cc1C(=O)OCc1ccccc1. Reaction SMILES: [CH2:34]([Cl:35])[Cl:36].[CH3:27][C:28](=[O:29])[O:30][C:31](=[O:32])[CH3:33].[OH:1][CH2:2][c:3]1[cH:4][cH:5][c:6]([O:19][CH3:20])[c:7]([C:8](=[O:9])[O:10][CH2:11][c:12]2[cH:13][cH:14][cH:15][cH:16][cH:17]2)[cH:18]1.[cH:21]1[cH:22][cH:23][n:24][cH:25][cH:26]1>>[O:1]([CH2:2][c:3]1[cH:4][cH:5][c:6]([O:19][CH3:20])[c:7]([C:8](=[O:9])[O:10][CH2:11][c:12]2[cH:13][cH:14][cH:15][cH:16][cH:17]2)[cH:18]1)[C:28]([CH3:27])=[O:29].